This data is from the Open Reaction Database (ORD), a public repository of structured organic reaction records. The task is: describe an organic reaction: reactants, conditions, products, and yield Starting materials: NC(C#N)(CN1N=C2C(=N1)C(=CC(=C2F)Br)C)C (2-amino-3-(5-bromo-4-fluoro-7-methyl-2H-benzotriazol-2-yl)-2-methylpropionitrile), FC(C1=CC=C(C(=S)Cl)C=C1)(F)F (4-trifluoromethylthiobenzoyl chloride). Product: BrC1=C(C=2C(=NN(N2)CC(C)(C#N)NC(C2=CC=C(C=C2)C(F)(F)F)=S)C(=C1)C)F (N-[2-(5-bromo-4-fluoro-7-methyl-2H-benzotriazol-2-yl)-1-cyano-1-methylethyl]-4-trifluoromethylthiobenzamide), solid. The yield is 88.0%. Reaction SMILES: [NH2:1][C:2]([CH3:18])([CH2:5][N:6]1[N:10]=[C:9]2[C:11]([CH3:17])=[CH:12][C:13]([Br:16])=[C:14]([F:15])[C:8]2=[N:7]1)[C:3]#[N:4].[F:19][C:20]([F:31])([F:30])[C:21]1[CH:29]=[CH:28][C:24]([C:25](Cl)=[S:26])=[CH:23][CH:22]=1>>[Br:16][C:13]1[CH:12]=[C:11]([CH3:17])[C:9]2=[N:10][N:6]([CH2:5][C:2]([NH:1][C:25](=[S:26])[C:24]3[CH:23]=[CH:22][C:21]([C:20]([F:19])([F:30])[F:31])=[CH:29][CH:28]=3)([C:3]#[N:4])[CH3:18])[N:7]=[C:8]2[C:14]=1[F:15]. Procedure: Using a procedure similar to that described in Example 1, except using 2-amino-3-(5-bromo-4-fluoro-7-methyl-2H-benzotriazol-2-yl)-2-methylpropionitrile (120 mg, described in Example 50) and 4-trifluoromethylthiobenzoyl chloride (0.09 mL), the title compound was isolated as a white solid (175 mg, 88%). Rf=0.65 (1:1 EA/heptane). MS (ES): M/Z [M+H]=516. NMR: (400 MHz, DMSO-d6): 1.75 (s, 3H), 2.41 (s, 3H), 5.41 (d, J=13.3 Hz, 1H), 5.56 (d, J=13.3 Hz, 1H), 7.45 (dd, J=5.9, 1.1 Hz, 1H), 7.85-7.90 (m, ... Starting materials: O1COC2=C1C=CC(=C2)C2=C(C=NO2)C(=O)OCC (ethyl 5-(1,3-benzodioxol-5-yl)isoxazole-4-carboxylate), [H-].C(C(C)C)[Al+]CC(C)C (diisobutylaluminum hydride), Cl (hydrochloric acid). Solvent: O1CCCC1 (tetrahydrofuran). Run at time 30 minute. The product is O1COC2=C1C=CC(=C2)C2=C(C=NO2)CO (5-(1,3-benzodioxol-5-yl)-4-isoxazolylmethanol). Yield: 97.0%. RXN SMILES: [O:1]1[C:5]2[CH:6]=[CH:7][C:8]([C:10]3[O:14][N:13]=[CH:12][C:11]=3[C:15](OCC)=[O:16])=[CH:9][C:4]=2[O:3][CH2:2]1.[H-].C([Al+]CC(C)C)C(C)C.Cl>O1CCCC1>[O:1]1[C:5]2[CH:6]=[CH:7][C:8]([C:10]3[O:14][N:13]=[CH:12][C:11]=3[CH2:15][OH:16])=[CH:9][C:4]=2[O:3][CH2:2]1 |f:1.2|. Procedure: To a solution of ethyl 5-(1,3-benzodioxol-5-yl)isoxazole-4-carboxylate (8.56 g) in tetrahydrofuran (70 ml) was gently added diisobutylaluminum hydride (1.0 M tetrahydrofuran solution, 70 ml) at 0° C. and the mixture was stirred at room temperature for 30 min. The reaction mixture was poured into dilute hydrochloric acid, and the mixture was extracted with ethyl acetate. The ethyl acetate layer was washed with saturated brine, dried (MgSO4) and concentrated to give 5-(1,3-benzodioxol-5-yl)-4-isox... Reactants: [Cl-].[Cl-].C1(C=CC=C1)[Ti+2]C1C=CC=C1 (bis(cyclopentadienyl)titanium dichloride), FC1=C(C=CC(=C1)F)CCCN1C=CC=C1 (1-[3-(2,4-difluorophenyl)propyl]-1H-pyrrole), C(C)(C)[N-]C(C)C.[Li+] (lithium diisopropylamide). Product: C1(C=CC=C1)[Ti](C1=C(C(=CC=C1F)CCCN1C=CC=C1)F)(C1=C(C(=CC=C1F)CCCN1C=CC=C1)F)C1C=CC=C1 (Bis(cyclopentadienyl)bis[2,6-difluoro-3-(3-(1H-pyrr-1-yl)propyl)phenyl]titanium). The yield is 37.2%. RXN SMILES: [Cl-].[Cl-].[CH:3]1([Ti+2:8][CH:9]2[CH:13]=[CH:12][CH:11]=[CH:10]2)[CH:7]=[CH:6][CH:5]=[CH:4]1.[F:14][C:15]1[CH:20]=[C:19]([F:21])[CH:18]=[CH:17][C:16]=1[CH2:22][CH2:23][CH2:24][N:25]1[CH:29]=[CH:28][CH:27]=[CH:26]1.[CH:30]([N-:33][CH:34]([CH3:36])C)([CH3:32])C.[Li+]>>[CH:9]1([Ti:8]([CH:3]2[CH:4]=[CH:5][CH:6]=[CH:7]2)([C:20]2[C:19]([F:21])=[CH:18][CH:17]=[C:16]([CH2:22][CH2:23][CH2:24][N:33]3[CH:30]=[CH:32][CH:36]=[CH:34]3)[C:15]=2[F:14])[C:20]2[C:19]([F:21])=[CH:18][CH:17]=[C:16]([CH2:22][CH2:23][CH2:24][N:25]3[CH:29]=[CH:28][CH:27]=[CH:26]3)[C:15]=2[F:14])[CH:13]=[CH:12][CH:11]=[CH:10]1 |f:0.1.2,4.5|. Procedure details: Analogously to Example 19, 2.5 g (0.010 mol) of bis(cyclopentadienyl)titanium dichloride and 4.9 g (0.022 mol) of 1-[3-(2,4-difluorophenyl)propyl]-1H-pyrrole are reacted with 0.022 mol of lithium diisopropylamide solution. The brown-orange oil is purified by means of flash chromatography using hexane/ethyl acetate (9:1) as solvent. 2.3 g of an orange glassy resin are obtained.